This data is from the Open Reaction Database (ORD), a public repository of structured organic reaction records. The task is: describe an organic reaction: reactants, conditions, products, and yield Starting materials: O (water), ClC(F)F (chlorodifluoromethane), ClC1=CC(=C(C=C1C)C1=CC(N(N1)C)=O)F (5-(4-chloro-2-fluoro-5-methylphenyl)-1,2-dihydro-2-methyl-3H-pyrazol-3-one), [OH-].[Na+] (sodium hydroxide), O (water). Run in O1CCOCC1 (dioxane). Product: ClC1=CC(=C(C=C1C)C1=NN(C(=C1)OC(F)F)C)F (3-(4-Chloro-2-fluoro-5-methylphenyl)-5-difluoromethoxy-1-methyl-1H-pyrazole). RXN SMILES: Cl[CH:2]([F:4])[F:3].[Cl:5][C:6]1[C:11]([CH3:12])=[CH:10][C:9]([C:13]2[NH:17][N:16]([CH3:18])[C:15](=[O:19])[CH:14]=2)=[C:8]([F:20])[CH:7]=1.[OH-].[Na+].O>O1CCOCC1>[Cl:5][C:6]1[C:11]([CH3:12])=[CH:10][C:9]([C:13]2[CH:14]=[C:15]([O:19][CH:2]([F:4])[F:3])[N:16]([CH3:18])[N:17]=2)=[C:8]([F:20])[CH:7]=1 |f:2.3|. Procedure details: Gaseous chlorodifluoromethane was passed at room temperature for 2 hours into a solution of 133 g (0.55 mol) of 5-(4-chloro-2-fluoro-5-methylphenyl)-1,2-dihydro-2-methyl-3H-pyrazol-3-one and 110 g (2.7 mol) of sodium hydroxide in 1 l of dioxane and 0.5 1 of water. The reaction solution was then poured into 2 l of water, whereupon the aqueous phase was extracted three times using ethyl acetate. The combined organic phases were dried over magnesium sulfate and then filtered and concentrated. The r... The reactants are compound 3, C([O-])([O-])=O.[K+].[K+] (potassium carbonate), BrC1=C(C=C(C=C1)O)F (4-bromo-3-fluorophenol), BrCCCCCCCCCCCCC (1-bromotridecane). Solvent: CC(CC)=O (butanone). Yields the product BrC1=C(C=C(C=C1)OCCCCCCCCCCCCC)F (1-Bromo-2-fluoro-4-tridecyloxybenzene). Reaction SMILES: [Br:1][C:2]1[CH:7]=[CH:6][C:5]([OH:8])=[CH:4][C:3]=1[F:9].Br[CH2:11][CH2:12][CH2:13][CH2:14][CH2:15][CH2:16][CH2:17][CH2:18][CH2:19][CH2:20][CH2:21][CH2:22][CH3:23].C(=O)([O-])[O-].[K+].[K+]>CC(=O)CC>[Br:1][C:2]1[CH:7]=[CH:6][C:5]([O:8][CH2:23][CH2:22][CH2:21][CH2:20][CH2:19][CH2:18][CH2:17][CH2:16][CH2:15][CH2:14][CH2:13][CH2:12][CH3:11])=[CH:4][C:3]=1[F:9] |f:2.3.4|. Procedure details: This was prepared using a similar method to that described for compound 3. Quantities: compound 1 (4.02 g, 21.1 mmol), 1-bromotridecane (6.11 g, 23.2 mmol), potassium carbonate (5.22 g, 37.8 mmol) and butanone (115 ml). The reactants are ClC1=CC=C(C=C1)C=1C=C2C(=NC1)NC=C2C(=O)C=2C(=C(C=CC2F)NS(=O)(=O)CCC)F (N-(3-(5-(4-chlorophenyl)-1H-pyrrolo[2,3-b]pyridine-3-carbonyl)-2,4-difluorophenyl)propane-1-sulfonamide), [OH-].[K+] (KOH), C(OC(C)Cl)(OC(C)C)=O (1-chloroethyl isopropyl carbonate). Reagents/catalysts: CCCC[N+](CCCC)(CCCC)CCCC.[Br-] (TBAB). Solvent: CN(C)C=O (DMF), CN(C)C=O (DMF), CN(C)C=O (DMF). Product: C(OC(C)N1C=C(C=2C1=NC=C(C2)C2=CC=C(C=C2)Cl)C(C2=C(C(=CC=C2F)NS(=O)(=O)CCC)F)=O)(OC(C)C)=O (1-(5-(4-chlorophenyl)-3-(2,6-difluoro-3-(propylsulfonamido)benzoyl)-1H-pyrrolo[2,3-b]pyridin-1-yl)ethyl isopropyl carbonate). Isolated yield 11.1%. RXN SMILES: [Cl:1][C:2]1[CH:7]=[CH:6][C:5]([C:8]2[CH:9]=[C:10]3[C:16]([C:17]([C:19]4[C:20]([F:33])=[C:21]([NH:26][S:27]([CH2:30][CH2:31][CH3:32])(=[O:29])=[O:28])[CH:22]=[CH:23][C:24]=4[F:25])=[O:18])=[CH:15][NH:14][C:11]3=[N:12][CH:13]=2)=[CH:4][CH:3]=1.[OH-].[K+].[C:36](=[O:45])([O:41][CH:42]([CH3:44])[CH3:43])[O:37][CH:38](Cl)[CH3:39]>CN(C=O)C.CCCC[N+](CCCC)(CCCC)CCCC.[Br-]>[C:36](=[O:45])([O:41][CH:42]([CH3:44])[CH3:43])[O:37][CH:38]([N:14]1[C:11]2=[N:12][CH:13]=[C:8]([C:5]3[CH:6]=[CH:7][C:2]([Cl:1])=[CH:3][CH:4]=3)[CH:9]=[C:10]2[C:16]([C:17](=[O:18])[C:19]2[C:24]([F:25])=[CH:23][CH:22]=[C:21]([NH:26][S:27]([CH2:30][CH2:31][CH3:32])(=[O:28])=[O:29])[C:20]=2[F:33])=[CH:15]1)[CH3:39] |f:1.2,5.6|. Procedure: The title compound was prepared according to the procedure as described in Example 26 step 2 using N-(3-(5-(4-chlorophenyl)-1H-pyrrolo[2,3-b]pyridine-3-carbonyl)-2,4-difluorophenyl)propane-1-sulfonamide (0.3 g, 0.61 mmol), KOH (69 mg, 1.23 mmol) in anhydrous DMF (2 mL), a solution of TBAB (396 mg, 1.23 mmol) in anhydrous DMF (0.5 mL) and a solution of 1-chloroethyl isopropyl carbonate (101 mg, 0.61 mmol) in anhydrous DMF (0.5 mL). The crude product was purified by a silica gel column chromatogra... Reactants: CC(=O)[O-], O=c1[nH]c(CCl)nc2cc3c(cc12)CCC3, CN(C)C=O. Product: O=c1[nH]c(CO)nc2cc3c(cc12)CCC3. Reaction SMILES: [CH3:1][C:2]([O-:3])=[O:4].[Cl:5][CH2:6][c:7]1[n:8][c:9]2[cH:10][c:11]3[c:12]([cH:13][c:14]2[c:15](=[O:17])[nH:16]1)[CH2:18][CH2:19][CH2:20]3.[O:21]=[CH:22][N:23]([CH3:24])[CH3:25]>>[OH:3][CH2:6][c:7]1[n:8][c:9]2[cH:10][c:11]3[c:12]([cH:13][c:14]2[c:15](=[O:17])[nH:16]1)[CH2:18][CH2:19][CH2:20]3. Procedure details: To a solution of 4-(2,3-diaminobenzoyl)amino-3-methoxy-N-methyl-N-[4-methyl-2-[5-(4-methylpiperazin-1-yl)-carbonylpent-1-yloxy]phenyl]benzamide (240 mg) in acetonitrile (1 ml) was added cyanoacetic acid (662 mg). The solution was heated at 100° C. for 8 hours. After cooling, aqueous sodium hydrogen carbonate was added to the mixture and extracted with ethyl acetate. The extract was washed with brine and dried over sodium sulfate. After evaporation of the solvent, the residue was purified by sili... The product is C(#N)CC1=NC2=C(N1)C=CC=C2C(=O)NC2=C(C=C(C(=O)N(C1=C(C=C(C=C1)C)OCCCCCC(=O)N1CCN(CC1)C)C)C=C2)OC (4-[[2-cyanomethyl-1H-benzimidazol-4-yl]carbonylamino]-3-methoxy-N-methyl-N-[4-methyl-2-[5-(4-methylpiperazin-1-yl)carbonylpent-1-yloxy]phenyl]benzamide). As a reaction SMILES: [NH2:1][C:2]1[C:44]([NH2:45])=[CH:43][CH:42]=[CH:41][C:3]=1[C:4]([NH:6][C:7]1[CH:38]=[CH:37][C:10]([C:11]([N:13]([CH3:36])[C:14]2[CH:19]=[CH:18][C:17]([CH3:20])=[CH:16][C:15]=2[O:21][CH2:22][CH2:23][CH2:24][CH2:25][C:26](=[C:34]=[O:35])N2CCN(C)CC2)=[O:12])=[CH:9][C:8]=1OC)=[O:5].[C:46]([CH2:48][C:49](O)=O)#[N:47].[C:52](=[O:55])([O-])O.[Na+].[C:57](#[N:59])[CH3:58]>>[C:46]([CH2:48][C:49]1[NH:45][C:44]2[CH:43]=[CH:42][CH:41]=[C:3]([C:4]([NH:6][C:7]3[CH:38]=[CH:37][C:10]([C:11]([N:13]([CH3:36])[C:14]4[CH:19]=[CH:18][C:17]([CH3:20])=[CH:16][C:15]=4[O:21][CH2:22][CH2:23][CH2:24][CH2:25][CH2:26][C:34]([N:59]4[CH2:3][CH2:4][N:6]([CH3:7])[CH2:58][CH2:57]4)=[O:35])=[O:12])=[CH:9][C:8]=3[O:55][CH3:52])=[O:5])[C:2]=2[N:1]=1)#[N:47] |f:2.3|. Reactants: NC1=C(C(=O)NC2=C(C=C(C(=O)N(C3=C(C=C(C=C3)C)OCCCCC(N3CCN(CC3)C)=C=O)C)C=C2)OC)C=CC=C1N (4-(2,3-diaminobenzoyl)amino-3-methoxy-N-methyl-N-[4-methyl-2-[5-(4-methylpiperazin-1-yl)-carbonylpent-1-yloxy]phenyl]benzamide), C(#N)CC(=O)O (cyanoacetic acid), C(C)#N (acetonitrile), C(O)([O-])=O.[Na+] (sodium hydrogen carbonate). Reaction conditions: temperature 100 celsius.